This data is from the Open Reaction Database (ORD), a public repository of structured organic reaction records. The task is: describe an organic reaction: reactants, conditions, products, and yield Starting materials: CC=1N(C=CN1)C1=CC=C(C=C1)NC=1N=C(C2=C(N1)CCN(C2)C(=O)OC(C)(C)C)OS(=O)(=O)C(F)(F)F (tert-butyl 2-(4-(2-methyl-1H-imidazol-1-yl)phenylamino)-4-(trifluoromethylsulfonyloxy)-7,8-dihydropyrido[4,3-d]pyrimidine-6(5H)-carboxylate), C(C1=CC=CC=C1)NCCO (2-(benzylamino)ethanol). Solvent: CN(C)C=O (DMF). Run at temperature 85 celsius, time 8 hour. The product is C(C1=CC=CC=C1)N(C=1C2=C(N=C(N1)NC1=CC=C(C=C1)N1C(=NC=C1)C)CCN(C2)C(=O)OC(C)(C)C)CCO (tert-butyl 4-(benzyl(2-hydroxyethyl)amino)-2-(4-(2-methyl-1H-imidazol-1-yl)phenylamino)-7,8-dihydropyrido[4,3-d]pyrimidine-6(5H)-carboxylate). The yield is 48.4%. RXN SMILES: [CH3:1][C:2]1[N:3]([C:7]2[CH:12]=[CH:11][C:10]([NH:13][C:14]3[N:15]=[C:16](OS(C(F)(F)F)(=O)=O)[C:17]4[CH2:23][N:22]([C:24]([O:26][C:27]([CH3:30])([CH3:29])[CH3:28])=[O:25])[CH2:21][CH2:20][C:18]=4[N:19]=3)=[CH:9][CH:8]=2)[CH:4]=[CH:5][N:6]=1.[CH2:39]([NH:46][CH2:47][CH2:48][OH:49])[C:40]1[CH:45]=[CH:44][CH:43]=[CH:42][CH:41]=1>CN(C=O)C>[CH2:39]([N:46]([CH2:47][CH2:48][OH:49])[C:16]1[C:17]2[CH2:23][N:22]([C:24]([O:26][C:27]([CH3:29])([CH3:28])[CH3:30])=[O:25])[CH2:21][CH2:20][C:18]=2[N:19]=[C:14]([NH:13][C:10]2[CH:9]=[CH:8][C:7]([N:3]3[CH:4]=[CH:5][N:6]=[C:2]3[CH3:1])=[CH:12][CH:11]=2)[N:15]=1)[C:40]1[CH:45]=[CH:44][CH:43]=[CH:42][CH:41]=1. Procedure: tert-Butyl 2-(4-(2-methyl-1H-imidazol-1-yl)phenylamino)-4-(trifluoromethylsulfonyloxy)-7,8-dihydropyrido[4,3-d]pyrimidine-6(5H)-carboxylate (250 mg, 0.45 mmol, example 69c) was dissolved in DMF (2 mL). 2-(benzylamino)ethanol (68.2 mg, 0.45 mmol) was added and the reaction was stirred at 85° C. overnight. The solvent was evaporated under reduced pressure and the crude was purified by flash column chromatography using dichloromethane and methanol as eluent yielding tert-butyl 4-(benzyl(2-hydroxyet... The reactants are C#CCC(CC(C)(C)c1ccc(F)cc1C(N)=O)(O[Si](CC)(CC)CC)C(F)(F)F, CO, Cl. Yields the product C#CCC(O)(CC(C)(C)c1ccc(F)cc1C(N)=O)C(F)(F)F. Reaction SMILES: [CH3:1][C:2]([CH2:3][C:4]([CH2:5][C:6]#[CH:7])([C:8]([F:9])([F:10])[F:11])[O:12][Si:13]([CH2:14][CH3:15])([CH2:16][CH3:17])[CH2:18][CH3:19])([CH3:20])[c:21]1[c:22]([C:23](=[O:24])[NH2:25])[cH:26][c:27]([F:30])[cH:28][cH:29]1.[CH3:32][OH:33].[ClH:31]>>[CH3:1][C:2]([CH2:3][C:4]([CH2:5][C:6]#[CH:7])([C:8]([F:9])([F:10])[F:11])[OH:12])([CH3:20])[c:21]1[c:22]([C:23](=[O:24])[NH2:25])[cH:26][c:27]([F:30])[cH:28][cH:29]1. Starting materials: O=C([O-])O, COc1cc([N+](=O)[O-])ccc1-n1ccnc1, CCOC(C)=O, CCO, [Na+]. The product is COc1cc(N)ccc1-n1ccnc1. Reaction SMILES: [C:17](=[O:18])([O-:19])[OH:20].[CH3:1][O:2][c:3]1[c:4](-[n:12]2[cH:13][n:14][cH:15][cH:16]2)[cH:5][cH:6][c:7]([N+:9]([O-:10])=[O:11])[cH:8]1.[CH3:22][CH2:23][O:24][C:25](=[O:26])[CH3:27].[CH3:28][CH2:29][OH:30].[Na+:21]>>[CH3:1][O:2][c:3]1[c:4](-[n:12]2[cH:13][n:14][cH:15][cH:16]2)[cH:5][cH:6][c:7]([NH2:9])[cH:8]1.